From a dataset of the Open Reaction Database (ORD), a public repository of structured organic reaction records. describe an organic reaction: reactants, conditions, products, and yield Reactants: BrC=1C=NC(=NC1)N (5-bromo-2-aminopyrimidine), ClC1=CC(=C(C=C1)B(O)O)F (4-chloro-2-fluorophenylboronic acid), solution, C([O-])([O-])=O.[Na+].[Na+] (sodium carbonate). Reagents/catalysts: FC(C(=O)[O-])(F)F.[Pd+2].FC(C(=O)[O-])(F)F (palladium(II)trifluoroacetate), C1(=CC=CC=C1)P(C1=CC=CC=C1)C1=CC=CC=C1 (triphenylphoshine). The solvent is O (water). Conditions: temperature 50 celsius, time 12 hour. Product: ClC1=CC(=C(C=C1)C=1C=NC(=NC1)N)F (5-(4-Chloro-2-fluorophenyl)pyrimidin-2-amine). Isolated yield 73.9%. RXN SMILES: Br[C:2]1[CH:3]=[N:4][C:5]([NH2:8])=[N:6][CH:7]=1.[Cl:9][C:10]1[CH:15]=[CH:14][C:13](B(O)O)=[C:12]([F:19])[CH:11]=1.C(=O)([O-])[O-].[Na+].[Na+]>FC(F)(F)C([O-])=O.[Pd+2].FC(F)(F)C([O-])=O.C1(P(C2C=CC=CC=2)C2C=CC=CC=2)C=CC=CC=1.O>[Cl:9][C:10]1[CH:15]=[CH:14][C:13]([C:2]2[CH:3]=[N:4][C:5]([NH2:8])=[N:6][CH:7]=2)=[C:12]([F:19])[CH:11]=1 |f:2.3.4,5.6.7|. Reported procedure: To a 500 mL round-bottomed flask were added 5-bromo-2-aminopyrimidine (4.0 g, 23 mmol), 4-chloro-2-fluorophenylboronic acid (3.9 g, 23 mmol), palladium(II)trifluoroacetate (240 mg, 0.72 mmol), and triphenylphoshine (373 mg, 1.40 mmol). The reaction vessel was fitted with a rubber septum, sparged with nitrogen and then charged with sparged toluene (75 mL), ethanol (75 mL), and a 2M solution of sodium carbonate (42 mL, 84 mmol) (solvents were sparged individually nitrogen gas for 30 minutes). The ... Reactants: CS(C)=O, N#C[K], BrCCCC=Cc1ccc(-c2nnc(CSCCOc3ccccc3)o2)cc1, O. Yields the product N#CCCCC=Cc1ccc(-c2nnc(CSCCOc3ccccc3)o2)cc1. Reaction SMILES: [CH3:33][S:34]([CH3:35])=[O:36].[K:29][C:30]#[N:31].[O:1]([c:2]1[cH:3][cH:4][cH:5][cH:6][cH:7]1)[CH2:8][CH2:9][S:10][CH2:11][c:12]1[o:13][c:14](-[c:17]2[cH:18][cH:19][c:20]([CH:23]=[CH:24][CH2:25][CH2:26][CH2:27][Br:28])[cH:21][cH:22]2)[n:15][n:16]1.[OH2:32]>>[O:1]([c:2]1[cH:3][cH:4][cH:5][cH:6][cH:7]1)[CH2:8][CH2:9][S:10][CH2:11][c:12]1[o:13][c:14](-[c:17]2[cH:18][cH:19][c:20]([CH:23]=[CH:24][CH2:25][CH2:26][CH2:27][C:30]#[N:31])[cH:21][cH:22]2)[n:15][n:16]1. Starting materials: ClC1=CC=C2C(=N1)C=C(N2)C(=O)O (5-chloro-1H-pyrrolo[3,2-b]pyridine-2-carboxylic acid), C(=O)([O-])[O-].[Cs+].[Cs+] (Cs2CO3), C(C)(C)(C)[Si](C1=CC=CC=C1)(C1=CC=CC=C1)OCC1=CC(=CC=C1)CCl (tert-butyl{[3-(chloromethyl)benzyl]oxy}diphenylsilane). The solvent is CN(C)C=O (DMF). Reaction conditions: time 8 hour. Yields the product [Si](C1=CC=CC=C1)(C1=CC=CC=C1)(C(C)(C)C)OCC=1C=C(CN2C(=CC3=NC(=CC=C32)Cl)C(=O)OCC3=CC(=CC=C3)CO[Si](C3=CC=CC=C3)(C3=CC=CC=C3)C(C)(C)C)C=CC1 (3-({[tert-Butyl(diphenyl)silyl]oxy}methyl)benzyl 1-[3-({[tert-butyl(diphenyl)silyl]oxy}methyl)benzyl]-5-chloro-1H-pyrrolo[3,2-b]pyridine-2-carboxylate). RXN SMILES: [Cl:1][C:2]1[N:7]=[C:6]2[CH:8]=[C:9]([C:11]([OH:13])=[O:12])[NH:10][C:5]2=[CH:4][CH:3]=1.[C:14]([O-:17])([O-])=O.[Cs+].[Cs+].[C:20]([Si:24]([O:37][CH2:38][C:39]1[CH:44]=[CH:43][CH:42]=[C:41]([CH2:45]Cl)[CH:40]=1)([C:31]1[CH:36]=[CH:35][CH:34]=[CH:33][CH:32]=1)[C:25]1[CH:30]=[CH:29][CH:28]=[CH:27][CH:26]=1)([CH3:23])([CH3:22])[CH3:21]>CN(C=O)C>[Si:24]([O:17][CH2:14][C:43]1[CH:44]=[C:39]([CH:40]=[CH:41][CH:42]=1)[CH2:38][N:10]1[C:5]2[C:6](=[N:7][C:2]([Cl:1])=[CH:3][CH:4]=2)[CH:8]=[C:9]1[C:11]([O:13][CH2:45][C:41]1[CH:42]=[CH:43][CH:44]=[C:39]([CH2:38][O:37][Si:24]([C:20]([CH3:23])([CH3:21])[CH3:22])([C:31]2[CH:36]=[CH:35][CH:34]=[CH:33][CH:32]=2)[C:25]2[CH:30]=[CH:29][CH:28]=[CH:27][CH:26]=2)[CH:40]=1)=[O:12])([C:20]([CH3:23])([CH3:21])[CH3:22])([C:31]1[CH:36]=[CH:35][CH:34]=[CH:33][CH:32]=1)[C:25]1[CH:30]=[CH:29][CH:28]=[CH:27][CH:26]=1 |f:1.2.3|. Reported procedure: 5-Chloro-1H-pyrrolo[3,2-b]pyridine-2-carboxylic acid (0.803 g, 4.08 mmol, from Example 99, Step 1) in DMF (20 mL) was treated with Cs2CO3 (4.0 g, 12 mmol), followed by the addition of tert-butyl{[3-(chloromethyl)benzyl]oxy}diphenylsilane (3.9 g, 9.9 mmol, from Step 2). After stirring overnight, the crude reaction mixture was partitioned between water and ethyl acetate and the aqueous layer was extracted with an additional two portions of ethyl acetate. The combined organic extracts were washed s... Reactants: [Br-], O=C([O-])O, CC(C)c1cc2c(c(-c3ccc(F)cc3)c1C=O)C(=O)CC1(CCC1)O2, FC(F)(F)c1ccc([Mg+])cc1, [Na+], C1CCOC1, O. The product is CC(C)c1cc2c(c(-c3ccc(F)cc3)c1C(O)c1ccc(C(F)(F)F)cc1)C(=O)CC1(CCC1)O2. As a reaction SMILES: [Br-:27].[C:39](=[O:40])([OH:41])[O-:42].[F:1][c:2]1[cH:3][cH:4][c:5](-[c:8]2[c:9]3[c:14]([cH:15][c:16]([CH:20]([CH3:21])[CH3:22])[c:17]2[CH:18]=[O:19])[O:13][C:12]2([CH2:11][C:10]3=[O:26])[CH2:23][CH2:24][CH2:25]2)[cH:6][cH:7]1.[F:28][C:29]([c:30]1[cH:31][cH:32][c:33]([Mg+:36])[cH:34][cH:35]1)([F:37])[F:38].[Na+:43].[O:44]1[CH2:45][CH2:46][CH2:47][CH2:48]1.[OH2:49]>>[F:1][c:2]1[cH:3][cH:4][c:5](-[c:8]2[c:9]3[c:14]([cH:15][c:16]([CH:20]([CH3:21])[CH3:22])[c:17]2[CH:18]([OH:19])[c:33]2[cH:32][cH:31][c:30]([C:29]([F:28])([F:37])[F:38])[cH:35][cH:34]2)[O:13][C:12]2([CH2:11][C:10]3=[O:26])[CH2:23][CH2:24][CH2:25]2)[cH:6][cH:7]1. Starting materials: CCO, CCO, CCOC(=O)C1OC1C(=O)NC(CC(C)C)C(=O)N1CCN(Cc2ccc(OC)c(OC)c2OC)CC1, [Na+], [OH-]. Yields the product COc1ccc(CN2CCN(C(=O)C(CC(C)C)NC(=O)C3OC3C(=O)[O-])CC2)c(OC)c1OC, [Na+]. RXN SMILES: [CH2:1]([OH:2])[CH3:3].[CH3:43][CH2:44][OH:45].[CH3:6][CH:7]([CH2:8][CH:9]([C:10](=[O:11])[N:12]1[CH2:13][CH2:14][N:15]([CH2:18][c:19]2[c:20]([O:29][CH3:30])[c:21]([O:27][CH3:28])[c:22]([O:25][CH3:26])[cH:23][cH:24]2)[CH2:16][CH2:17]1)[NH:31][C:32](=[O:33])[CH:34]1[CH:35]([C:37](=[O:38])[O:39][CH2:40][CH3:41])[O:36]1)[CH3:42].[Na+:5].[OH-:4]>>[CH3:6][CH:7]([CH2:8][CH:9]([C:10](=[O:11])[N:12]1[CH2:13][CH2:14][N:15]([CH2:18][c:19]2[c:20]([O:29][CH3:30])[c:21]([O:27][CH3:28])[c:22]([O:25][CH3:26])[cH:23][cH:24]2)[CH2:16][CH2:17]1)[NH:31][C:32](=[O:33])[CH:34]1[CH:35]([C:37](=[O:38])[O-:39])[O:36]1)[CH3:42].[Na+:5]. The reactants are C(C1=CC=CC=C1)NCCO (N-benzyl ethanol amine), C(C)(C)N(CC)C(C)C (diisopropylethyl amine), S(=O)(=O)(C(F)(F)F)OS(=O)(=O)C(F)(F)F (Triflic anhydride). Solvent: ClCCl (dichloromethane), C(Cl)Cl (DCM). Conditions: time 1 hour. The product is C(C1=CC=CC=C1)N(CCOS(=O)(=O)C(F)(F)F)S(=O)(=O)C(F)(F)F (Trifluoro-methanesulfonic acid 2-(benzyl-trifluoromethanesulfonyl-amino)-ethyl ester). Yield: 9.1%. Reaction SMILES: S([O:8][S:9]([C:12]([F:15])([F:14])[F:13])(=[O:11])=[O:10])(C(F)(F)F)(=O)=O.[CH2:16]([NH:23][CH2:24][CH2:25]O)[C:17]1[CH:22]=[CH:21][CH:20]=[CH:19][CH:18]=1.C(N(C(C)C)CC)(C)C>C(Cl)Cl>[CH2:16]([N:23]([S:9]([C:12]([F:15])([F:14])[F:13])(=[O:10])=[O:8])[CH2:24][CH2:25][O:8][S:9]([C:12]([F:13])([F:14])[F:15])(=[O:10])=[O:11])[C:17]1[CH:22]=[CH:21][CH:20]=[CH:19][CH:18]=1. Procedure details: Triflic anhydride (11.18 g, 6.5 ml, 39 mmol) dissolved in 90 ml of DCM was added drop by drop to a well stirred solution of N-benzyl ethanol amine (2 g, 13.2 mmol) and diisopropylethyl amine (5.1 g, 6.9 ml, 39.7 mmol) in dichloromethane (160 ml) at 0° C. and stirred at room temperature for 1 h under nitrogen atmosphere. The reaction mixture was quenched with water and extracted with dichloromethane. Organic layer was washed with water and dried under sodium sulfate. Solvent evaporation under red... Starting materials: COC(=O)c1cc(Cn2cncn2)cc(N(C)S(=O)(=O)c2ccc(OCc3ccccc3)cc2)c1, CO. Product: COC(=O)c1cc(Cn2cncn2)cc(N(C)S(=O)(=O)c2ccc(O)cc2)c1. Reaction SMILES: [CH3:1][O:2][C:3]([c:4]1[cH:5][c:6]([N:16]([CH3:17])[S:18](=[O:19])(=[O:20])[c:21]2[cH:22][cH:23][c:24]([O:27][CH2:28][c:29]3[cH:30][cH:31][cH:32][cH:33][cH:34]3)[cH:25][cH:26]2)[cH:7][c:8]([CH2:10][n:11]2[n:12][cH:13][n:14][cH:15]2)[cH:9]1)=[O:35].[CH3:36][OH:37]>>[CH3:1][O:2][C:3]([c:4]1[cH:5][c:6]([N:16]([CH3:17])[S:18](=[O:19])(=[O:20])[c:21]2[cH:22][cH:23][c:24]([OH:27])[cH:25][cH:26]2)[cH:7][c:8]([CH2:10][n:11]2[n:12][cH:13][n:14][cH:15]2)[cH:9]1)=[O:35]. The reactants are CC(C)(C)OC(=O)N1CCNCC1, C1=CC(=C(C=C1C(F)(F)F)Br)F. Reagents/catalysts: CC(C)(C)[O-].[Na+], C1=CC=C(C=C1)P(C2=CC=CC=C2)C3=C(C4=CC=CC=C4C=C3)C5=C(C=CC6=CC=CC=C65)P(C7=CC=CC=C7)C8=CC=CC=C8, C1=CC=C(C=C1)/C=C/C(=O)/C=C/C2=CC=CC=C2.C1=CC=C(C=C1)/C=C/C(=O)/C=C/C2=CC=CC=C2.C1=CC=C(C=C1)/C=C/C(=O)/C=C/C2=CC=CC=C2.[Pd].[Pd]. Run in CC1=CC=CC=C1. Conditions: temperature 105 celsius. Product: CC(C)(C)OC(=O)N1CCN(CC1)C2=C(C=CC(=C2)C(F)(F)F)F. Yield: 42.8%. Procedure: A 250 mL round flask was charged with 2-bromo-1-fluoro-4-(trifluoromethyl)benzene (1.016 g, 4.18 mmol), rac-2,2'-Bis(diphenylphosphino)-1,1'-binaphthyl (0.260 g, 0.42 mmol), Sodium tert-butoxide (0.482 g, 5.02 mmol), tert-butyl piperazine-1-carboxylate (0.779 g, 4.18 mmol) and a mixture of toluene (25 mL) and DMF (5 mL). The reaction mixture was degassed for 10 minutes with nitrogen, and then Tris(dibenzylideneacetone)dipalladium(0) (0.191 g, 0.21 mmol) was added. The reaction mixture was stirre... Starting materials: CNCC=O, O=C=Nc1nnc(C2CCCCC2)s1, c1ccccc1. Yields the product CN(CC=O)C(=O)Nc1nnc(C2CCCCC2)s1. Reaction SMILES: [CH3:15][NH:16][CH2:17][CH:18]=[O:19].[CH:1]1([c:7]2[n:8][n:9][c:10]([N:12]=[C:13]=[O:14])[s:11]2)[CH2:2][CH2:3][CH2:4][CH2:5][CH2:6]1.[cH:20]1[cH:21][cH:22][cH:23][cH:24][cH:25]1>>[CH:1]1([c:7]2[n:8][n:9][c:10]([NH:12][C:13](=[O:14])[N:16]([CH3:15])[CH2:17][CH:18]=[O:19])[s:11]2)[CH2:2][CH2:3][CH2:4][CH2:5][CH2:6]1. The solvent is CN(C=O)C (N,N-dimethylformamide). Starting materials: CSC=1C=2NC=NC2N(C(N1)=O)CCC (3,7-Dihydro-6-methylthio-3-n-propyl-2H-purin-2-one), [H-].[Na+] (sodium hydride), [Cl-].[NH4+] (ammonium chloride), C(CC)I (propyl iodide). Reaction SMILES: [CH3:1][S:2][C:3]1[C:4]2[NH:5][CH:6]=[N:7][C:8]=2[N:9]([CH2:13][CH2:14][CH3:15])[C:10](=[O:12])[N:11]=1.[H-].[Na+].[CH2:18](I)[CH2:19][CH3:20].[Cl-].[NH4+]>CN(C)C=O>[CH2:13]([N:9]1[C:8]2[N:7]=[CH:6][N:5]([CH2:18][CH2:19][CH3:20])[C:4]=2[C:3]([S:2][CH3:1])=[N:11][C:10]1=[O:12])[CH2:14][CH3:15] |f:1.2,4.5|. Procedure details: 2.00 g (8.93 mmol) of Compound b obtained in Reference Example 2 was gently added to a suspension of 356 mg (8.93 mmol) of 60% sodium hydride in 20 ml of N,N-dimethylformamide at 0° C. 10 minutes after, 2.64 ml (27.0 mmol) of propyl iodide was gently added to the mixture. The mixture was stirred at room temperature for 2 hours and a half. After 150 ml of saturated ammonium chloride aqueous solution was added to the reaction solution, the mixture was extracted 3 times with chloroform. The extract... Conditions: time 2 hour. The product is C(CC)N1C(N=C(C=2N(C=NC12)CCC)SC)=O (3,7-Dihydro-3,7-di-n-propyl-6-methylthio-2H-purin-2-one).